Dataset: the Open Reaction Database (ORD), a public repository of structured organic reaction records. Task: describe an organic reaction: reactants, conditions, products, and yield The reactants are ClC1=NC=NC2=CC(=C(C=C12)OC)OC (4-Chloro-6,7-dimethoxyquinazoline), C[Si](C#CC=1C=C(N)C=CC1F)(C)C (3-(2'-trimethylsilylethynyl)-4-fluoroaniline). Run in C(C)(C)(C)O (tert-butyl alcohol). Yields the product Cl.COC=1C=C2C(=NC=NC2=CC1OC)NC1=CC(=CC=C1)C#C ((6,7-dimethoxy-quinazolin-4-yl)-(3'-ethynyl-phenyl)-amine hydrochloride). Reaction SMILES: [Cl:1][C:2]1[C:11]2[C:6](=[CH:7][C:8]([O:14][CH3:15])=[C:9]([O:12][CH3:13])[CH:10]=2)[N:5]=[CH:4][N:3]=1.C[Si](C)(C)[C:18]#[C:19][C:20]1[CH:21]=[C:22]([CH:24]=[CH:25][C:26]=1F)[NH2:23]>C(O)(C)(C)C>[ClH:1].[CH3:13][O:12][C:9]1[CH:10]=[C:11]2[C:6](=[CH:7][C:8]=1[O:14][CH3:15])[N:5]=[CH:4][N:3]=[C:2]2[NH:23][C:22]1[CH:24]=[CH:25][CH:26]=[C:20]([C:19]#[CH:18])[CH:21]=1 |f:3.4|. Procedure: 4-Chloro-6,7-dimethoxyquinazoline (500 mg, 2.23 mmol) and 3-(2'-trimethylsilylethynyl)-4-fluoroaniline (507 mg, 2.44 mmol) were refluxed in 5 mL of tert-butyl alcohol for 16 hours, cooled and filtered to afford solid (6,7-dimethoxy-quinazolin-4-yl)-(3'-ethynyl-phenyl)-amine hydrochloride which was washed with 10 mL of isopropyl alcohol and dried in vacuo at 70° C., 832 mg (83%). This was reacted in 10 mL of methanol and 1 drop of water containing 250 mg of potassium carbonate for 3 hours. The mi... The reactants are ClC1=CC=C(C=C1)C=1N=C(OC1)C1=CC=CC=C1 (4-(4-chlorophenyl)-2-phenyloxazole), P(=O)(Cl)(Cl)Cl (phosphorus oxychloride), CN(C=O)C (N,N-dimethylformamide). Run in O (water). Conditions: temperature 90 celsius, time 1.5 hour. Yields the product ClC1=CC=C(C=C1)C=1N=C(OC1C=O)C1=CC=CC=C1 (4-(4-chlorophenyl)-2-phenyl-5-oxazolecarbaldehyde). The yield is 49.0%. As a reaction SMILES: [Cl:1][C:2]1[CH:7]=[CH:6][C:5]([C:8]2[N:9]=[C:10]([C:13]3[CH:18]=[CH:17][CH:16]=[CH:15][CH:14]=3)[O:11][CH:12]=2)=[CH:4][CH:3]=1.P(Cl)(Cl)(Cl)=O.CN(C)[CH:26]=[O:27]>O>[Cl:1][C:2]1[CH:3]=[CH:4][C:5]([C:8]2[N:9]=[C:10]([C:13]3[CH:18]=[CH:17][CH:16]=[CH:15][CH:14]=3)[O:11][C:12]=2[CH:26]=[O:27])=[CH:6][CH:7]=1. Procedure details: A mixture of 4-(4-chlorophenyl)-2-phenyloxazole (14.43 g), phosphorus oxychloride (12.97 g), N,N-dimethylformamide (100 mL) was stirred at 90° C. for 1.5 hrs. The reaction mixture was poured into iced water, and the precipitated solid was collected by filtration, washed successively with aqueous sodium hydrogen carbonate solution and water and dried. The obtained crystals were recrystallized from acetone-hexane to give 4-(4-chlorophenyl)-2-phenyl-5-oxazolecarbaldehyde (7.90 g, 49%) as yellow pri... Starting materials: FC1=CC=C(C=C1)[C@](C(=O)N[C@@H](CO)C1=CC=CC=C1)(CCC(C)C)C ((2R)-2-(4-fluorophenyl)-N-[(1R)-2-hydroxy-1-phenylethyl]-2,5-dimethylhexanamide), S(O)(O)(=O)=O (sulfuric acid). The solvent is O1CCOCC1 (dioxane). The product is FC1=CC=C(C=C1)[C@](C(=O)O)(CCC(C)C)C ((2R)-2-(4-fluorophenyl)-2,5-dimethylhexanoic acid). The yield is 100.0%. As a reaction SMILES: [F:1][C:2]1[CH:7]=[CH:6][C:5]([C@@:8]([CH3:26])([CH2:21][CH2:22][CH:23]([CH3:25])[CH3:24])[C:9](N[C@H](C2C=CC=CC=2)CO)=[O:10])=[CH:4][CH:3]=1.S(=O)(=O)(O)[OH:28]>O1CCOCC1>[F:1][C:2]1[CH:3]=[CH:4][C:5]([C@@:8]([CH3:26])([CH2:21][CH2:22][CH:23]([CH3:25])[CH3:24])[C:9]([OH:10])=[O:28])=[CH:6][CH:7]=1. Procedure: A solution of the product of Example 22D (6.15 g, 17.2 mmol) in dioxane (100 mL) was treated with 4 M sulfuric acid solution (100 mL), and the mixture was warmed at reflux for 48 h. The solution was cooled and extracted with dichloromethane (3×). The combined organic layers were dried (Na2SO4) and concentrated in vacuo to afford the title compound (4.16 g, 100%) as an amber oil. 1H NMR (300 MHz, CDCl3): δ 0.86 (t, J=6.43 Hz, 6 H) 1.05 (m, 2 H) 1.51 (m, 4 H) 1.96 (m, 2 H) 7.02 (m, 2 H) 7.34 (m, 2... The reagents and catalysts are [Ni] (Raney nickel). Isolated yield 95.6%. Yields the product ClC1=CC=C(C(=N1)N)N (6-chloropyridine-2,3-diamine). Procedure details: A mixture of 6-chloro-2-nitropyridin-3-amine (E-23) (8.8 g, 51 mmol, 1.0 eq) and Raney nickel (0.88 g) in Methanol (100 mL) was stirred under hydrogen at RT for 24 h, then filtered and the filtrate was concentrated in vacuo to afford the desired product 6-chloropyridine-2,3-diamine (E-24) (7 g, 95.6% yield) as a pale solid. ESI-MS m/z: 144.05[M+H]+. Starting materials: ClC1=CC=C(C(=N1)[N+](=O)[O-])N (6-chloro-2-nitropyridin-3-amine). Solvent: CO (Methanol). Run at time 24 hour. RXN SMILES: [Cl:1][C:2]1[N:7]=[C:6]([N+:8]([O-])=O)[C:5]([NH2:11])=[CH:4][CH:3]=1>[Ni].CO>[Cl:1][C:2]1[N:7]=[C:6]([NH2:8])[C:5]([NH2:11])=[CH:4][CH:3]=1.